The task is: describe an organic reaction: reactants, conditions, products, and yield. This data is from the Open Reaction Database (ORD), a public repository of structured organic reaction records. Reactants: O=C1C2=CC=CC=C2OC=2C(=CC=CC12)C(=O)O (9-Oxo-9H-xanthene-4-carboxylic acid), C(C)(C)N(CC)C(C)C (N,N-diisopropyl-N-ethylamine), O(benzotriazol-1-yl)-N,N,N′,N′-tetramethyl-uronium hexafluorophosphate, [OH-].[NH4+] (ammonium hydroxide). The solvent is CN(C=O)C (dimethylformamide). Reaction conditions: time 30 minute. Product: O=C1C2=CC=CC=C2OC=2C(=CC=CC12)C(=O)N (9-Oxo-9H-xanthene-4-carboxylic acid amide). Yield: 97.2%. RXN SMILES: [O:1]=[C:2]1[C:15]2[CH:14]=[CH:13][CH:12]=[C:11]([C:16]([OH:18])=O)[C:10]=2[O:9][C:8]2[C:3]1=[CH:4][CH:5]=[CH:6][CH:7]=2.C([N:22](C(C)C)CC)(C)C.[OH-].[NH4+]>CN(C)C=O>[O:1]=[C:2]1[C:15]2[CH:14]=[CH:13][CH:12]=[C:11]([C:16]([NH2:22])=[O:18])[C:10]=2[O:9][C:8]2[C:3]1=[CH:4][CH:5]=[CH:6][CH:7]=2 |f:2.3|. Procedure details: To a solution of 9-oxo-9H-xanthene-4-carboxylic acid 5j (1.84 g, 7.66 mmol) in dimethylformamide (20 mL) was added N,N-diisopropyl-N-ethylamine (1.74 mmol, 9.96 mmol) and O(benzotriazol-1-yl)-N,N,N′,N′-tetramethyl-uronium hexafluorophosphate (2.9 g, 7.66 mmol). The mixture was stirred for 30 min at rt, and ammonium hydroxide (2 mL) was added. The mixture was stirred for 3 h, poured onto ice, and the solid was collected via filtration. The solid was washed with water and air-dried to yield 1.78 g... Reactants: CCOC(C)=O, CCOC(C)=O, CCO, O=[N+]([O-])c1ccc(Oc2cc3cn[nH]c3cc2-c2ccncc2)c(F)c1, [Na+], O=C([O-])O. Yields the product Nc1ccc(Oc2cc3cn[nH]c3cc2-c2ccncc2)c(F)c1. RXN SMILES: [CH3:32][CH2:33][O:34][C:35]([CH3:36])=[O:37].[CH3:38][CH2:39][O:40][C:41]([CH3:42])=[O:43].[CH3:44][CH2:45][OH:46].[F:1][c:2]1[c:3]([O:4][c:5]2[cH:6][c:7]3[cH:8][n:9][nH:10][c:11]3[cH:12][c:13]2-[c:14]2[cH:15][cH:16][n:17][cH:18][cH:19]2)[cH:20][cH:21][c:22]([N+:24]([O-:25])=[O:26])[cH:23]1.[Na+:31].[O-:27][C:28]([OH:29])=[O:30]>>[F:1][c:2]1[c:3]([O:4][c:5]2[cH:6][c:7]3[cH:8][n:9][nH:10][c:11]3[cH:12][c:13]2-[c:14]2[cH:15][cH:16][n:17][cH:18][cH:19]2)[cH:20][cH:21][c:22]([NH2:24])[cH:23]1. Reactants: BrC=1C=C(C=2C=CN=CC2C1)S(=O)(=O)Cl (7-bromo-isoquinoline -5-sulfonyl chloride), C(C1=CC=CC=C1)C1=C(OCCCN(CCN)C(C2=CC=C(C=C2)OC)C2=CC=C(C=C2)OC)C=CC(=C1)Cl (N1-[3-(2-benzyl-4-chloro-phenoxy)-propyl]-N1-[bis-(4-methoxy-phenyl)-methyl]-ethane-1,2-diamine). Yields the product C(C1=CC=CC=C1)C1=C(OCCCN(CCNS(=O)(=O)C=2C=3C=CN=CC3C=C(C2)Br)C(C2=CC=C(C=C2)OC)C2=CC=C(C=C2)OC)C=CC(=C1)Cl (7-bromo-isoquinoline-5-sulfonic acid (2-{[3-(2-benzyl-4-chloro-phenoxy)-propyl]-[bis-(4-methoxy-phenyl)-methyl]-amino}-ethyl)-amide). As a reaction SMILES: [Br:1][C:2]1[CH:3]=[C:4]([S:12](Cl)(=[O:14])=[O:13])[C:5]2[CH:6]=[CH:7][N:8]=[CH:9][C:10]=2[CH:11]=1.[CH2:16]([C:23]1[CH:53]=[C:52]([Cl:54])[CH:51]=[CH:50][C:24]=1[O:25][CH2:26][CH2:27][CH2:28][N:29]([CH:33]([C:42]1[CH:47]=[CH:46][C:45]([O:48][CH3:49])=[CH:44][CH:43]=1)[C:34]1[CH:39]=[CH:38][C:37]([O:40][CH3:41])=[CH:36][CH:35]=1)[CH2:30][CH2:31][NH2:32])[C:17]1[CH:22]=[CH:21][CH:20]=[CH:19][CH:18]=1>>[CH2:16]([C:23]1[CH:53]=[C:52]([Cl:54])[CH:51]=[CH:50][C:24]=1[O:25][CH2:26][CH2:27][CH2:28][N:29]([CH:33]([C:42]1[CH:43]=[CH:44][C:45]([O:48][CH3:49])=[CH:46][CH:47]=1)[C:34]1[CH:39]=[CH:38][C:37]([O:40][CH3:41])=[CH:36][CH:35]=1)[CH2:30][CH2:31][NH:32][S:12]([C:4]1[C:5]2[CH:6]=[CH:7][N:8]=[CH:9][C:10]=2[CH:11]=[C:2]([Br:1])[CH:3]=1)(=[O:14])=[O:13])[C:17]1[CH:22]=[CH:21][CH:20]=[CH:19][CH:18]=1. Procedure: Using a procedure analogous to Preparation 103, reaction of 7-bromo-isoquinoline -5-sulfonyl chloride with N1-[3-(2-benzyl-4-chloro-phenoxy)-propyl]-N1-[bis-(4-methoxy-phenyl)-methyl]-ethane-1,2-diamine provides the title compound as a foam. ESIMS: m/z 814[(M+H)+, 35Cl, 79Br], 816 [(M+H)+, 37Cl, 79Br or 35Cl, 81Br], 818 [(M+H)+, 37Cl, 81Br]. Starting materials: NC1=NC(=C(C(=N1)OS(=O)(=O)C(F)(F)F)[N+](=O)[O-])C=1OC=CC1 (trifluoromethanesulfonic acid 2-amino-6-furan-2-yl-5-nitro-pyrimidin-4-yl ester), C(CC)N (propylamine). Run in COCCOC (DME). Product: O1C(=CC=C1)C1=C(C(=NC(=N1)N)NCCC)[N+](=O)[O-] (6-Furan-2-yl-5-nitro-N4-propyl-pyrimidine-2,4-diamine). Reported procedure: From trifluoromethanesulfonic acid 2-amino-6-furan-2-yl-5-nitro-pyrimidin-4-yl ester and propylamine in DME. ES-MS m/e (%): 264 (M+H+, 100). As a reaction SMILES: [NH2:1][C:2]1[N:7]=[C:6](OS(C(F)(F)F)(=O)=O)[C:5]([N+:16]([O-:18])=[O:17])=[C:4]([C:19]2[O:20][CH:21]=[CH:22][CH:23]=2)[N:3]=1.[CH2:24]([NH2:27])[CH2:25][CH3:26]>COCCOC>[O:20]1[CH:21]=[CH:22][CH:23]=[C:19]1[C:4]1[N:3]=[C:2]([NH2:1])[N:7]=[C:6]([NH:27][CH2:24][CH2:25][CH3:26])[C:5]=1[N+:16]([O-:18])=[O:17]. Reactants: CC(=O)O, Nc1ncnn2c(C3CN4CCN(Cc5ccccc5)CC4CO3)cc(-c3ccc4cn(-c5ccccc5)nc4c3)c12. The product is Nc1ncnn2c(C3CN4CCNCC4CO3)cc(-c3ccc4cn(-c5ccccc5)nc4c3)c12. RXN SMILES: [C:43]([OH:44])(=[O:45])[CH3:46].[CH2:1]([c:2]1[cH:3][cH:4][cH:5][cH:6][cH:7]1)[N:8]1[CH2:9][CH:10]2[CH2:11][O:12][CH:13]([c:18]3[cH:19][c:20](-[c:28]4[cH:29][cH:30][c:31]5[cH:32][n:33](-[c:37]6[cH:38][cH:39][cH:40][cH:41][cH:42]6)[n:34][c:35]5[cH:36]4)[c:21]4[c:22]([NH2:27])[n:23][cH:24][n:25][n:26]34)[CH2:14][N:15]2[CH2:16][CH2:17]1>>[NH:8]1[CH2:9][CH:10]2[CH2:11][O:12][CH:13]([c:18]3[cH:19][c:20](-[c:28]4[cH:29][cH:30][c:31]5[cH:32][n:33](-[c:37]6[cH:38][cH:39][cH:40][cH:41][cH:42]6)[n:34][c:35]5[cH:36]4)[c:21]4[c:22]([NH2:27])[n:23][cH:24][n:25][n:26]34)[CH2:14][N:15]2[CH2:16][CH2:17]1. Reactants: [CH-]1C=CC=C1.[CH-]1C=CC=C1.[Fe+2] (FERROCENE), C(CCC(=O)C)(=O)OC (METHYL LEVULINATE), POLYPHOSPHORIC ACID. The solvent is CO.C1CCCCC1 (METHANOL CYCLOHEXANE). Product: [C-]1(C=CC=C1)C(CCC(=O)OC)(C)[C-]1C=CC=C1.[CH-]1C=CC=C1.[Fe+2].[CH-]1C=CC=C1.[Fe+2] (methyl 4, 4-diferrocenylpentanoate). Reaction SMILES: [CH-:1]1[CH:5]=[CH:4][CH:3]=[CH:2]1.[CH-:6]1[CH:10]=[CH:9][CH:8]=[CH:7]1.[Fe+2:11].[C:12]([O:19][CH3:20])(=[O:18])[CH2:13][CH2:14][C:15]([CH3:17])=O>CO.C1CCCCC1>[C-:1]1([C:15]([C-:6]2[CH:10]=[CH:9][CH:8]=[CH:7]2)([CH3:17])[CH2:14][CH2:13][C:12]([O:19][CH3:20])=[O:18])[CH:5]=[CH:4][CH:3]=[CH:2]1.[CH-:1]1[CH:5]=[CH:4][CH:3]=[CH:2]1.[Fe+2:11].[CH-:1]1[CH:5]=[CH:4][CH:3]=[CH:2]1.[Fe+2:11] |f:0.1.2,4.5,6.7.8.9.10|. Procedure: REACTING FERROCENE AND METHYL LEVULINATE IN THE PRESENCE OF AN ACID SUCH AS POLYPHOSPHORIC ACID AND A METHANOL-CYCLOHEXANE SOLVENT AT A TEMPERATURE OF FROM 76° TO 78°C to produce methyl 4, 4-diferrocenylpentanoate; and Reactants: C(CCCCC)OC1CC(NC(C1)(C)C)(C)C (4-hexyloxy-2,2,6,6-tetramethylpiperidine), N1=C(Cl)N=C(Cl)N=C1Cl (cyanuric chloride). Run in C1(=CC=CC=C1)C (toluene). The product is ClC1=NC(=NC(=N1)Cl)N1C(CC(CC1(C)C)OCCCCCC)(C)C (2,4-Dichloro-6-(2,2,6,6-tetramethyl-4-hexyloxypiperidin-1-yl)-1,3,5-triazine). As a reaction SMILES: [CH2:1]([O:7][CH:8]1[CH2:13][C:12]([CH3:15])([CH3:14])[NH:11][C:10]([CH3:17])([CH3:16])[CH2:9]1)[CH2:2][CH2:3][CH2:4][CH2:5][CH3:6].[N:18]1[C:25]([Cl:26])=[N:24][C:22](Cl)=[N:21][C:19]=1[Cl:20]>C1(C)C=CC=CC=1>[Cl:20][C:19]1[N:18]=[C:25]([Cl:26])[N:24]=[C:22]([N:11]2[C:10]([CH3:16])([CH3:17])[CH2:9][CH:8]([O:7][CH2:1][CH2:2][CH2:3][CH2:4][CH2:5][CH3:6])[CH2:13][C:12]2([CH3:15])[CH3:14])[N:21]=1. Procedure details: 62.7 g of 4-hexyloxy-2,2,6,6-tetramethylpiperidine are added with stirring to a solution of 23.9 g of cyanuric chloride in 100 ml of toluene. The mixture is subsequently heated to 80° for 24 hours. A white precipitate of the piperidine hydrochloride is formed during this. After cooling, the precipitate is filtered off, and the toluene solution is washed a number of times using 2N hydrochloric acid, dried over Na2SO4 and evaporated. The residue is recrystallized from acetonitrile. The product obt...